This data is from the Open Reaction Database (ORD), a public repository of structured organic reaction records. The task is: describe an organic reaction: reactants, conditions, products, and yield Starting materials: FC(C(=O)O)(F)F (Trifluoroacetic acid), C(C)(C)(C)OC(N[C@@H]1CC[C@H](CC1)CC1OC=2C(=C3N=C(C=CC3=NC2)OC)C1)=O ([trans-4-(8-methoxy-1,2-dihydro-3-oxa-5,9-diaza-cyclopenta[a]naphthalen-2-ylmethyl)-cyclohexyl]-carbamic acid tert-butyl ester). Solvent: ClCCl (dichloromethane). Run at time 2 hour. The product is COC=1C=CC2=NC=C3C(=C2N1)CC(O3)C[C@@H]3CC[C@H](CC3)N (trans-4-(8-methoxy-1,2-dihydro-3-oxa-5,9-diaza-cyclopenta[a]naphthalen-2-ylmethyl)-cyclohexylamine). Yield: 86.6%. RXN SMILES: FC(F)(F)C(O)=O.C(OC(=O)[NH:14][C@H:15]1[CH2:20][CH2:19][C@H:18]([CH2:21][CH:22]2[CH2:36][C:25]3=[C:26]4[C:31](=[N:32][CH:33]=[C:24]3[O:23]2)[CH:30]=[CH:29][C:28]([O:34][CH3:35])=[N:27]4)[CH2:17][CH2:16]1)(C)(C)C>ClCCl>[CH3:35][O:34][C:28]1[CH:29]=[CH:30][C:31]2[C:26]([N:27]=1)=[C:25]1[CH2:36][CH:22]([CH2:21][C@H:18]3[CH2:19][CH2:20][C@H:15]([NH2:14])[CH2:16][CH2:17]3)[O:23][C:24]1=[CH:33][N:32]=2. Procedure: Trifluoroacetic acid (821 μL, 10.56 mmol, 15.0 eq) is added at 0° C. to a stirred solution of [trans-4-(8-methoxy-1,2-dihydro-3-oxa-5,9-diaza-cyclopenta[a]naphthalen-2-ylmethyl)-cyclohexyl]-carbamic acid tert-butyl ester (300 mg, 0.70 mmol, 1.0 eq) in dichloromethane (12 mL). After 2 hours stirring at room temperature, the reaction mixture is extracted with dichloromethane (3×10 mL) and water (10 mL) and the pH is adjusted to 12 by the addition of a 1N sodium hydroxide aqueous solution. The comb... The reactants are CN(C(=O)c1ccc(Cl)cc1)C1CCN(C(=O)C2CCNCC2)CC1c1ccc(Cl)c(Cl)c1, Cl, O=C(O)CF. Product: CN(C(=O)c1ccc(Cl)cc1)C1CCN(C(=O)C2CCN(C(=O)CF)CC2)CC1c1ccc(Cl)c(Cl)c1. As a reaction SMILES: [Cl:2][c:3]1[cH:4][cH:5][c:6]([C:7](=[O:8])[N:9]([CH3:10])[CH:11]2[CH:12]([c:25]3[cH:26][c:27]([Cl:32])[c:28]([Cl:31])[cH:29][cH:30]3)[CH2:13][N:14]([C:17](=[O:18])[CH:19]3[CH2:20][CH2:21][NH:22][CH2:23][CH2:24]3)[CH2:15][CH2:16]2)[cH:33][cH:34]1.[ClH:1].[OH:35][C:36](=[O:37])[CH2:38][F:39]>>[Cl:2][c:3]1[cH:4][cH:5][c:6]([C:7](=[O:8])[N:9]([CH3:10])[CH:11]2[CH:12]([c:25]3[cH:26][c:27]([Cl:32])[c:28]([Cl:31])[cH:29][cH:30]3)[CH2:13][N:14]([C:17](=[O:18])[CH:19]3[CH2:20][CH2:21][N:22]([C:36](=[O:35])[CH2:38][F:39])[CH2:23][CH2:24]3)[CH2:15][CH2:16]2)[cH:33][cH:34]1. Reactants: [K+], [K+], Cc1ccc(S(=O)(=O)OCCCCCCCN=[N+]=[N-])cc1, O=C([O-])[O-], CN(C)C=O, Oc1ccc(Cl)cc1. Yields the product [N-]=[N+]=NCCCCCCCOc1ccc(Cl)cc1. Reaction SMILES: [K+:30].[K+:31].[N:1](=[N+:2]=[N-:3])[CH2:4][CH2:5][CH2:6][CH2:7][CH2:8][CH2:9][CH2:10][O:11][S:12]([c:13]1[cH:14][cH:15][c:16]([CH3:17])[cH:18][cH:19]1)(=[O:20])=[O:21].[O-:32][C:33]([O-:34])=[O:35].[O:36]=[CH:37][N:38]([CH3:39])[CH3:40].[OH:22][c:23]1[cH:24][cH:25][c:26]([Cl:27])[cH:28][cH:29]1>>[N:1](=[N+:2]=[N-:3])[CH2:4][CH2:5][CH2:6][CH2:7][CH2:8][CH2:9][CH2:10][O:22][c:23]1[cH:24][cH:25][c:26]([Cl:27])[cH:28][cH:29]1. The reactants are C1(CCC(=O)O1)=O (Succinic anhydride), CC(=O)O (AcOH), C[Mg]Br (Methyl magnesium bromide), CCOCC (ether). Run in O (Water). Run at temperature 0 celsius, time 12 hour. Yields the product C(C)C1(CCC(=O)O1)CC (γ,γ-Diethyl-γ-Butyrolactone). Yield: 46.0%. RXN SMILES: [C:1]1(=O)[O:6][C:4](=[O:5])[CH2:3][CH2:2]1.C[Mg]Br.[CH3:11][CH2:12]OCC.[CH3:16][C:17](O)=O>O>[CH2:11]([C:1]1([CH2:16][CH3:17])[O:6][C:4](=[O:5])[CH2:3][CH2:2]1)[CH3:12]. Procedure: Succinic anhydride (15.0 g, 150 mmol, 1.0 eq) was added into a round bottomed flask, and the flask was flushed with nitrogen. THF (500 mL) was then added via a syringe. The solution was cooled to 0° C. Methyl magnesium bromide in ether (3.0 M, 100 mL, 300 mmol, 2.0 eq) was added via syringe slowly. The reaction mixture was warmed to room temperature gradually, and then heated to 50° C. for 12 hours. A yellow solution was formed. After cooling the reaction mixture to room temperature, AcOH was ad... Starting materials: C(CC)C1CCC2=C1NC(=C2)C(=O)OC (methyl 6-propyl-1,4,5,6-tetrahydrocyclopenta[b]pyrrole-2-carboxylate), O.[OH-].[Li+] (lithium hydroxide monohydrate), CO (methanol). The solvent is C1CCOC1 (THF). Yields the product C(CC)C1CCC2=C1NC(=C2)C(=O)O (6-propyl-1,4,5,6-tetrahydrocyclopenta[b]pyrrole-2-carboxylic acid). The yield is 53.9%. As a reaction SMILES: [CH2:1]([CH:4]1[C:8]2[NH:9][C:10]([C:12]([O:14]C)=[O:13])=[CH:11][C:7]=2[CH2:6][CH2:5]1)[CH2:2][CH3:3].O.[OH-].[Li+].CO>C1COCC1>[CH2:1]([CH:4]1[C:8]2[NH:9][C:10]([C:12]([OH:14])=[O:13])=[CH:11][C:7]=2[CH2:6][CH2:5]1)[CH2:2][CH3:3] |f:1.2.3|. Procedure details: The title compound was synthesized from methyl 6-propyl-1,4,5,6-tetrahydrocyclopenta[b]pyrrole-2-carboxylate (0.15 g, 0.72 mmol) and lithium hydroxide monohydrate (0.3 g, 7.24 mmol), according to General Procedure 7. A 1:1 mixture of methanol (MeOH) and THF (10 mL) was used. The resulting product was purified by chromatography over silica gel (gradient 0 to 100% EtOAc in heptane over 20 min) to give the title compound (75 mg). 1H NMR (400 MHz, METHANOL-d4) δ ppm 0.94 (t, J=7.0 Hz, 3H) 1.32-1.49 ... The reactants are [BH4-].[Na+] (sodium boro hydride), C1CCOC1 (THF), [BH4-].[Na+] (sodium boro hydride), [N+](=O)([O-])C1=CC=C(C=C1)CNC1=NC=CC=C1 (2-[(4-nitrophenyl)methylamino]pyridine), [BH4-].[Na+] (sodium boro hydride). The reagents and catalysts are [Ni](Br)Br (nickel bromide), [Ni](Br)Br (nickel bromide). Solvent: CO (methanol). Yields the product NC1=CC=C(C=C1)CNC1=NC=CC=C1 (2-[(4-aminophenyl)methylamino]pyridine). The yield is 46.1%. Reaction SMILES: C1COCC1.[BH4-].[Na+].[N+:8]([C:11]1[CH:16]=[CH:15][C:14]([CH2:17][NH:18][C:19]2[CH:24]=[CH:23][CH:22]=[CH:21][N:20]=2)=[CH:13][CH:12]=1)([O-])=O>CO.[Ni](Br)Br>[NH2:8][C:11]1[CH:12]=[CH:13][C:14]([CH2:17][NH:18][C:19]2[CH:24]=[CH:23][CH:22]=[CH:21][N:20]=2)=[CH:15][CH:16]=1 |f:1.2|. Procedure details: To a solution of nickel bromide (44 mg) in methanol (4 ml)/THF (4 ml) was added sodium boro hydride (40 mg), and the mixture was stirred. To the mixture was added 2-[(4-nitrophenyl)methylamino]pyridine (0.92 g) and then sodium boro hydride (414 mg), and the mixture was stirred at room temperature for 1 hour. To the mixture was added nickel bromide (44 mg)and sodium boro hydride (454 mg), and the mixture was stirred at room temperature for 2 hours. Insoluble materials were filtered off with sella...